Dataset: the Open Reaction Database (ORD), a public repository of structured organic reaction records. Task: describe an organic reaction: reactants, conditions, products, and yield Starting materials: CC(C)(C)O, CN(C)C=O, CCOC(C)=O, COc1nccc2cc(C3(OC)CCN(C(=O)O)CC3)oc12, [H-], CI, [Na+]. Yields the product COc1nccc2cc(C3(OC)CCN(C(=O)OC(C)(C)C)CC3)oc12. RXN SMILES: [C:1]([CH3:2])([CH3:3])([CH3:4])[OH:5].[CH3:32][N:33]([CH3:34])[CH:35]=[O:36].[CH3:37][CH2:38][O:39][C:40](=[O:41])[CH3:42].[CH3:6][O:7][C:8]1([c:17]2[cH:18][c:19]3[c:20]([c:21]([O:25][CH3:26])[n:22][cH:23][cH:24]3)[o:27]2)[CH2:9][CH2:10][N:11]([C:14](=[O:15])[OH:16])[CH2:12][CH2:13]1.[H-:28].[I:30][CH3:31].[Na+:29]>>[C:1]([CH3:2])([CH3:3])([CH3:4])[O:5][C:14]([N:11]1[CH2:10][CH2:9][C:8]([O:7][CH3:6])([c:17]2[cH:18][c:19]3[c:20]([c:21]([O:25][CH3:26])[n:22][cH:23][cH:24]3)[o:27]2)[CH2:13][CH2:12]1)=[O:15]. Reactants: ClC=1C=NC=2N(C1)N=C(C2)C(=O)O (6-chloro-pyrazolo[1,5-a]pyrimidine-2-carboxylic acid), COC1=NC=C(C(=N1)OC)C=1C=C2CCNC(C2=CC1)C (6-(2,4-Dimethoxy-pyrimidin-5-yl)-1-methyl-1,2,3,4-tetrahydro-isoquinoline). Yields the product ClC=1C=NC=2N(C1)N=C(C2)C(=O)N2C(C1=CC=C(C=C1CC2)C=2C(=NC(=NC2)OC)OC)C ((6-Chloro-pyrazolo[1,5-a]pyrimidin-2-yl)-[6-(2,4-dimethoxy-pyrimidin-5-yl)-1-methyl-3,4-dihydro-1H-isoquinolin-2-yl]-methanone). RXN SMILES: [Cl:1][C:2]1[CH:3]=[N:4][C:5]2[N:6]([N:8]=[C:9]([C:11]([OH:13])=O)[CH:10]=2)[CH:7]=1.[CH3:14][O:15][C:16]1[N:21]=[C:20]([O:22][CH3:23])[C:19]([C:24]2[CH:25]=[C:26]3[C:31](=[CH:32][CH:33]=2)[CH:30]([CH3:34])[NH:29][CH2:28][CH2:27]3)=[CH:18][N:17]=1>>[Cl:1][C:2]1[CH:3]=[N:4][C:5]2[N:6]([N:8]=[C:9]([C:11]([N:29]3[CH2:28][CH2:27][C:26]4[C:31](=[CH:32][CH:33]=[C:24]([C:19]5[C:20]([O:22][CH3:23])=[N:21][C:16]([O:15][CH3:14])=[N:17][CH:18]=5)[CH:25]=4)[CH:30]3[CH3:34])=[O:13])[CH:10]=2)[CH:7]=1. Reported procedure: In close analogy to the procedure described in Example 1, 6-chloro-pyrazolo[1,5-a]pyrimidine-2-carboxylic acid is reacted with 6-(2,4-Dimethoxy-pyrimidin-5-yl)-1-methyl-1,2,3,4-tetrahydro-isoquinoline to provide the title compound in moderate yield. Starting materials: OO (hydrogen peroxide), O.[OH-].[Li+] (lithium hydroxide monohydrate), C(C)OC(=O)N(C(C(CCCCCC)CC=C)=O)[C@H](C)C1=CC=CC=C1 (N-ethyloxycarbonyl-N-(2-allyloctanoyl)-(R)-1-phenylethylamine), aqueous solution, S(=O)([O-])[O-].[Na+].[Na+] (sodium sulfite). Solvent: O (Water), C1CCOC1 (THF), O (water). Run at time 1 hour. Product: C(C=C)C(C(=O)O)CCCCCC (2-Allyloctanoic acid). RXN SMILES: OO.O.[OH-].[Li+].C(OC(N([C@@H](C1C=CC=CC=1)C)[C:12](=[O:23])[CH:13]([CH2:20][CH:21]=[CH2:22])[CH2:14][CH2:15][CH2:16][CH2:17][CH2:18][CH3:19])=O)C.S([O-])([O-])=[O:33].[Na+].[Na+]>C1COCC1.O>[CH2:20]([CH:13]([CH2:14][CH2:15][CH2:16][CH2:17][CH2:18][CH3:19])[C:12]([OH:23])=[O:33])[CH:21]=[CH2:22] |f:1.2.3,5.6.7|. Procedure details: An aqueous solution of hydrogen peroxide (31% by weight; 0.6 ml, 5.6 mmol) and 0.047 g (1.1 mmol) of lithium hydroxide monohydrate were added dropwise to a solution of 0.20 g (0.56 mmol) of N-ethyloxycarbonyl-N-(2-allyloctanoyl)-(R)-1-phenylethylamine (diastereomer ratio (1R,2S):(1R,2R)=81:19) in a mixture of 4 ml of THF and 1 ml of water on an ice bath. The mixture was stirred on an ice bath for 1 hour and then at room temperature for 18 hours. A 2 N aqueous solution of sodium sulfite (10 ml) w... The reactants are [N+](=O)(OC1[C@@H]([C@@H](OC(C)=O)[C@@H](OC(C)=O)[C@H](O1)COC(C)=O)N=[N+]=[N-])[O-] (3,4,6-tri-O-acetyl-2-azido-2-deoxy-D-galactopyranosyl nitrate), ClCCl (dichloromethane). Reagents/catalysts: [Cl-].C(C)[N+](CC)(CC)CC (tetraethylammonium chloride). The solvent is C(C)#N (acetonitrile). Reaction conditions: time 48 hour. The product is C(C)(=O)O[C@@H]1[C@H]([C@H](O[C@@H]([C@@H]1OC(C)=O)COC(C)=O)Cl)N=[N+]=[N-] (3,4,6-tri-O-acetyl-2-azido-2-deoxy-α-D-galactopyranosyl chloride). Reaction SMILES: [N+]([O-])(O[CH:4]1[O:17][C@H:16]([CH2:18][O:19][C:20](=[O:22])[CH3:21])[C@H:11]([O:12][C:13](=[O:15])[CH3:14])[C@H:6]([O:7][C:8](=[O:10])[CH3:9])[C@H:5]1[N:23]=[N+:24]=[N-:25])=O.[Cl:27]CCl>C(#N)C.[Cl-].C([N+](CC)(CC)CC)C>[C:8]([O:7][C@H:6]1[C@@H:11]([O:12][C:13](=[O:15])[CH3:14])[C@@H:16]([CH2:18][O:19][C:20](=[O:22])[CH3:21])[O:17][C@H:4]([Cl:27])[C@@H:5]1[N:23]=[N+:24]=[N-:25])(=[O:10])[CH3:9] |f:3.4|. Procedure details: An about 1:2 mixture of the α- and β-anomers of 3,4,6-tri-O-acetyl-2-azido-2-deoxy-D-galactopyranosyl nitrate (0.377 g, 1.01 mmole) was dissolved in acetonitrile (6 ml) containing tetraethylammonium chloride (0.924 g, 5.05 mmole) and the solution was left at room temperature for 48 hours. The reaction mixture was diluted with dichloromethane (25 ml), washed with water (25 ml) and dried. Evaporation of the solvent in vacuo left a syrup (0.325 g) which showed doublets with spacings of 9.0 and 3.5 ... Starting materials: resultant solution, C(=O)NC=1SC=C(N1)C(C(=O)OCC)=NOCCOCC (ethyl 2-(2-formamidothiazol-4-yl)-2-(2-ethoxyethoxyimino)acetate), Cl (hydrochloric acid). The solvent is [OH-].[Na+] (sodium hydroxide). Yields the product C(C)OCCON=C(C(=O)O)C=1N=C(SC1)NC=O (2-(2-ethoxyethoxyimino)-2-(2-formamidothiazol-4-yl)acetic acid). The yield is 80.7%. Reaction SMILES: [CH:1]([NH:3][C:4]1[S:5][CH:6]=[C:7]([C:9](=[N:15][O:16][CH2:17][CH2:18][O:19][CH2:20][CH3:21])[C:10]([O:12]CC)=[O:11])[N:8]=1)=[O:2].Cl>[OH-].[Na+]>[CH2:20]([O:19][CH2:18][CH2:17][O:16][N:15]=[C:9]([C:7]1[N:8]=[C:4]([NH:3][CH:1]=[O:2])[S:5][CH:6]=1)[C:10]([OH:12])=[O:11])[CH3:21] |f:2.3|. Procedure: A solution of ethyl 2-(2-formamidothiazol-4-yl)-2-(2-ethoxyethoxyimino)acetate (syn isomer, 4.35 g.) in 1N aqueous sodium hydroxide (33 ml.) was stirred below 10° C. for 3 hours. The resultant solution was adjusted to pH 7.0 with conc. hydrochloric acid under ice cooling and washed with ethyl acetate. To the aqueous solution was added ethyl acetate and adjusted to pH 1.5 with hydrochloric acid under ice cooling. The ethyl acetate layer was separated and the aqueous layer was extracted with ethyl... The reactants are ClC=1C=CC=C(C1C(=O)O)N (6-chloroanthranilic acid), IC (iodomethane), [OH-].[K+] (potassium hydroxide). Yields the product ClC=1C=CC=C(C1C(=O)OC)N (methyl 6-chloroanthranilate). Yield: 77.9%. As a reaction SMILES: [Cl:1][C:2]1[CH:3]=[CH:4][CH:5]=[C:6]([NH2:11])[C:7]=1[C:8]([OH:10])=[O:9].I[CH3:13].[OH-].[K+]>>[Cl:1][C:2]1[CH:3]=[CH:4][CH:5]=[C:6]([NH2:11])[C:7]=1[C:8]([O:10][CH3:13])=[O:9] |f:2.3|. Procedure: Using the procedure described above in Example 1, 6-chloroanthranilic acid (5.00 g; 29.2 mmol) and iodomethane (2.75 ml; 44 mmol; 1.5 equiv.) were reacted in the presence of powdered potassium hydroxide (4.08 g; 72.7 mmol; 2.5 eguiv.) to give 4.22 g (78%) of methyl 6-chloroanthranilate as an oil. 1H nmr (300 MHz, CDCl3): 7.077 (1H, t, J=8.06 Hz); 6.744 (1H, d, J=6.7 Hz); 6.575 (1H, d, J=8.25 Hz); 4.871 (1H, br s); 3.929 (3H, s). IR (neat film, cm1): 3480 (m); 3380 (m); 2950 (w); 1705 (s); 1610 (... Reactants: CN1CCCC1=O, N#Cc1n[nH]c2nc(F)ccc12, C1CNCCNC1, O. The product is N#Cc1n[nH]c2nc(N3CCCNCC3)ccc12. As a reaction SMILES: [CH3:21][N:22]1[CH2:23][CH2:24][CH2:25][C:26]1=[O:27].[F:1][c:2]1[cH:3][cH:4][c:5]2[c:6]([n:7]1)[nH:8][n:9][c:10]2[C:11]#[N:12].[NH:13]1[CH2:14][CH2:15][NH:16][CH2:17][CH2:18][CH2:19]1.[OH2:20]>>[c:2]1([N:13]2[CH2:14][CH2:15][NH:16][CH2:17][CH2:18][CH2:19]2)[cH:3][cH:4][c:5]2[c:6]([n:7]1)[nH:8][n:9][c:10]2[C:11]#[N:12]. Yields the product C(C)OC(CCCCCN1C(C2=CC=CC=C2C1=O)=O)=O (1,3-Dihydro-1,3-dioxo-2H-isoindole-2-hexanoic acid ethyl ester). The solvent is CN(C=O)C (dimethylformamide). Procedure: This compound was prepared according to the procedure used to prepare 1,3-dihydro-1,3-dioxo-2H-isoindoleoctanoic acid ethyl ester. Thus, a mixture of 62.3 g (0.265 mole) of 6-bromohexanoic acid ethyl ester (ethyl 6-bromocapronate, 95%, Fluka) and 52.4 g (0.277 mole) of potassium phthalimide (98%, Aldrich) in 200 mL of dimethylformamide gave 67 g (87%) of crude title compound as a viscous oil. A 2.0 g sample of this oil was purified by high-pressure liquid chromatography (Waters Associates Prep L... Starting materials: C(C)OC(CCCCCBr)=O (6-bromohexanoic acid ethyl ester), C1(C=2C(C(N1)=O)=CC=CC2)=O.[K] (potassium phthalimide), 1,3-dihydro-1,3-dioxo-2H-isoindoleoctanoic acid ethyl ester. Isolated yield 87.4%. Reaction SMILES: [CH2:1]([O:3][C:4](=[O:11])[CH2:5][CH2:6][CH2:7][CH2:8][CH2:9]Br)[CH3:2].[C:12]1(=[O:22])[NH:16][C:15](=[O:17])[C:14]2=[CH:18][CH:19]=[CH:20][CH:21]=[C:13]12.[K]>CN(C)C=O>[CH2:1]([O:3][C:4](=[O:11])[CH2:5][CH2:6][CH2:7][CH2:8][CH2:9][N:16]1[C:12](=[O:22])[C:13]2[C:14](=[CH:18][CH:19]=[CH:20][CH:21]=2)[C:15]1=[O:17])[CH3:2] |f:1.2,^1:22|. The reactants are Cl (hydrogen chloride), O (water), ClC1=C(C=CC=C1)C1=NCC=2N(C3=C1C=C(S3)I)C(=NN2)C (4-(2-chlorophenyl)-2-iodo-9-methyl-6H-thieno[3,2-f][1,2,4] triazolo[4,3-a][1,4]diazepine), C(C#C)N1C(C2=C3C(C=CC=C13)=CC=C2)=O (1-(2-propynyl)-benz[cd]indol-2(1H)-one). Solvent: C(C)(=O)OCC (ethyl acetate). The product is Cl (hydrochloride), ClC1=C(C=CC=C1)C1=NCC=2N(C3=C1C=C(S3)C#CCN3C(C1=C4C(C=CC=C34)=CC=C1)=O)C(=NN2)C (1-[3-[4-(2-Chlorophenyl)-9-methyl-6H-thieno[3,2-f][1,2,4]triazolo[4,3-a][1,4]diazepin-2-yl]-2-propynyl]-benz[cd]indol-2(1H)-one). Reaction SMILES: [Cl:1][C:2]1[CH:7]=[CH:6][CH:5]=[CH:4][C:3]=1[C:8]1[C:14]2[CH:15]=[C:16](I)[S:17][C:13]=2[N:12]2[C:19]([CH3:22])=[N:20][N:21]=[C:11]2[CH2:10][N:9]=1.[CH2:23]([N:26]1[C:34]2[C:29]3[C:30](=[CH:35][CH:36]=[CH:37][C:28]=3[C:27]1=[O:38])[CH:31]=[CH:32][CH:33]=2)[C:24]#[CH:25].O.Cl>C(OCC)(=O)C>[ClH:1].[Cl:1][C:2]1[CH:7]=[CH:6][CH:5]=[CH:4][C:3]=1[C:8]1[C:14]2[CH:15]=[C:16]([C:25]#[C:24][CH2:23][N:26]3[C:34]4[C:29]5[C:30](=[CH:35][CH:36]=[CH:37][C:28]=5[C:27]3=[O:38])[CH:31]=[CH:32][CH:33]=4)[S:17][C:13]=2[N:12]2[C:19]([CH3:22])=[N:20][N:21]=[C:11]2[CH2:10][N:9]=1. Reported procedure: Reaction of 4-(2-chlorophenyl)-2-iodo-9-methyl-6H-thieno[3,2-f][1,2,4] triazolo[4,3-a][1,4]diazepine with 1-(2-propynyl)-benz[cd]indol-2(1H)-one as described in Example 37 yielded after chromatographic purification and slow crystallization from ethyl acetate yellow crystals with m.p. 202°-205° C. These crystals contained according to analytical data 0.75 mol of water. Treatment of this product with ethanolic hydrogen chloride and addition of ethyl acetate gave a crystalline hydrochloride of the ... The reactants are 32016, CCOC(=O)C (EtOAc), COC=1C=C2C=C(N=C(C2=CC1OC)C)O (6,7-dimethoxy-1-methylisoquinolin-3-ol), COC=1C=C2C=C(N=C(C2=CC1OC)C)O (6,7-Dimethoxy-1-methylisoquinolin-3-ol), [OH-].[K+] (KOH). Run in O (H2O), C1(=CC=CC=C1)C (toluene). Reaction conditions: temperature 160 celsius, time 1.5 hour. Product: C1=NC=CC2=C(C=CC=C12)CC1=C(N=C(C2=CC(=C(C=C12)OC)OC)C)O (4-(isoquinolin-5-ylmethyl)-6,7-dimethoxy-1-methylisoquinolin-3-ol). As a reaction SMILES: [CH3:1][O:2][C:3]1[CH:4]=[C:5]2[C:10](=[CH:11][C:12]=1[O:13][CH3:14])[C:9]([CH3:15])=[N:8][C:7]([OH:16])=[CH:6]2.[OH-].[K+].CCO[C:22]([CH3:24])=O>C1(C)C=CC=CC=1.O>[CH:9]1[C:10]2[C:5](=[C:22]([CH2:24][C:6]3[C:5]4[C:10](=[CH:11][C:12]([O:13][CH3:14])=[C:3]([O:2][CH3:1])[CH:4]=4)[C:9]([CH3:15])=[N:8][C:7]=3[OH:16])[CH:3]=[CH:12][CH:11]=2)[CH:6]=[CH:7][N:8]=1 |f:1.2|. Procedure details: To a solution of 6,7-dimethoxy-1-methylisoquinolin-3-ol CCH 18060 (158 mg, 721 μmol) in toluene (15 mL) in a 20 mL microwave vial equipped with a magnetic stirrer was added a 2 N aq. KOH solution (0.86 mL, 1.72 mmol) at RT followed by MDE 32016 (185 mg, 864 μmol) and the mixture was stirred at 160° C. for 1.5 h under microwave irradiation. After cooling to RT, the mixture was diluted with H2O (10 mL) before extraction with EtOAc (50 mL). The organic phase was isolated and the aqueous phase was f...